Dataset: the Open Reaction Database (ORD), a public repository of structured organic reaction records. Task: describe an organic reaction: reactants, conditions, products, and yield Starting materials: O1CCCC=C1 (3,4-Dihydro-2H-pyran), N1(N=CN=C1)CC1=CC=C(C=C1)NN (4-(1,2,4-triazol-1-ylmethyl)phenyl hydrazine). Solvent: O1CCOCC1.O (dioxane water). Reaction conditions: time 1.75 hour. Product: N1C=CC2=CC=CC=C12 (indole). Isolated yield 37.2%. RXN SMILES: O1[CH:6]=[CH:5][CH2:4][CH2:3][CH2:2]1.[N:7]1([CH2:12][C:13]2C=CC(NN)=C[CH:14]=2)C=NC=N1>O1CCOCC1.O>[NH:7]1[C:12]2[C:4](=[CH:5][CH:6]=[CH:14][CH:13]=2)[CH:3]=[CH:2]1 |f:2.3|. Procedure: 3,4-Dihydro-2H-pyran (3.9 ml, 42.7 mmol) was added to a stirred solution of 4-(1,2,4-triazol-1-ylmethyl)phenyl hydrazine (EP 497,512; 4.0 g, 21.1 mmol) in dioxane/water/5N HCl (38 ml/14 ml/4.7 ml) and stirred at room temperature for 1.75 h. The solution was then refluxed for 1.5 h and the solvent removed under vaccum. The residue was taken up into CH2Cl2 and saturated aqueous K2CO3 solution. The aqueous was separated and further extracted with CH2Cl2 (×4). The combined organic extracts were drie... Reactants: C(C1=CC=CC=C1)OC(=O)N[C@H](C)C(=O)N(NC([C@H](CC(C)C)C(CCCC1=CC=CC=C1)C(=O)OC(C)(C)C)=O)CC(C)C (2′-(N-benzyloxycarbonyl-D-alanyl)-2(R)-[1(RS)-(tert.-butoxycarbonyl)-4-phenylbutyl]-2′-isobutyl-4-methylvalerohydrazide), FC(C(=O)O)(F)F (trifluoroacetic acid). The solvent is ClCCl (dichloromethane). Conditions: time 2 hour. Yields the product C(C1=CC=CC=C1)OC(=O)N[C@H](C)C(=O)N(NC([C@H](CC(C)C)C(CCCC1=CC=CC=C1)C(=O)O)=O)CC(C)C (2′-(N-benzyloxycarbonyl-D-alanyl)-2(R)-[1(RS)-(carboxy)-4-phenylbutyl]-2′-isobutyl-4-methylvalerohydrazide). Isolated yield 113.4%. Reaction SMILES: [CH2:1]([O:8][C:9]([NH:11][C@@H:12]([C:14]([N:16]([CH2:42][CH:43]([CH3:45])[CH3:44])[NH:17][C:18](=[O:41])[C@@H:19]([CH:24]([C:34]([O:36]C(C)(C)C)=[O:35])[CH2:25][CH2:26][CH2:27][C:28]1[CH:33]=[CH:32][CH:31]=[CH:30][CH:29]=1)[CH2:20][CH:21]([CH3:23])[CH3:22])=[O:15])[CH3:13])=[O:10])[C:2]1[CH:7]=[CH:6][CH:5]=[CH:4][CH:3]=1.FC(F)(F)C(O)=O>ClCCl>[CH2:1]([O:8][C:9]([NH:11][C@@H:12]([C:14]([N:16]([CH2:42][CH:43]([CH3:45])[CH3:44])[NH:17][C:18](=[O:41])[C@@H:19]([CH:24]([C:34]([OH:36])=[O:35])[CH2:25][CH2:26][CH2:27][C:28]1[CH:33]=[CH:32][CH:31]=[CH:30][CH:29]=1)[CH2:20][CH:21]([CH3:23])[CH3:22])=[O:15])[CH3:13])=[O:10])[C:2]1[CH:3]=[CH:4][CH:5]=[CH:6][CH:7]=1. Procedure details: A solution of 1.26 g of 2′-(N-benzyloxycarbonyl-D-alanyl)-2(R)-[1(RS)-(tert.-butoxycarbonyl)-4-phenylbutyl]-2′-isobutyl-4-methylvalerohydrazide in 5 ml dichloromethane was treated with 5 ml of trifluoroacetic acid and the mixture was stirred at room temperature for 2 hours. The solvent was evaporated to give 1.30 g of 2′-(N-benzyloxycarbonyl-D-alanyl)-2(R)-[1(RS)-(carboxy)-4-phenylbutyl]-2′-isobutyl-4-methylvalerohydrazide in the form of a pale yellow foam. The reactants are II (iodine), CC1=C(C(=CC=C1C)C)O (2,3,6-trimethylphenol), C(C)(=O)O (acetic acid). Yields the product CC=1C(C(=CC(C1C)=O)C)=O (2,3,6-trimethyl-p-benzoquinone). Yield: 94.7%. Reaction SMILES: II.[CH3:3][C:4]1[C:9]([CH3:10])=[CH:8][CH:7]=[C:6]([CH3:11])[C:5]=1[OH:12].C(O)(=[O:15])C>>[CH3:3][C:4]1[C:5](=[O:12])[C:6]([CH3:11])=[CH:7][C:8](=[O:15])[C:9]=1[CH3:10]. Reported procedure: Halogenation and subsequent oxidation were conducted in the same manner as in Example 8 except for adding 0.068 g of iodine to the acetic acid solution of 2,3,6-trimethylphenol upon chlorination. Thus, there was obtained 14.2 g (94.7 percent in yield) of 2,3,6-trimethyl-p-benzoquinone. Starting materials: C(C1=CC=C(C(=O)[O-])C=C1)(=O)OC (monomethyl terephthalate), CC1(CCC(C2=CC(=CC=C12)N)=O)C (4,4-dimethyl-7-amino-1-tetralone), Cl (HCl). The reagents and catalysts are CN(C=O)C (N,N-dimethylformamide). Run in S(=O)(Cl)Cl (thionylchloride). Reaction conditions: time 30 minute. Yields the product COC(C1=CC=C(C=C1)C(=O)NC1=CC=2C(CCC(C2C=C1)(C)C)=O)=O (4-[[(5,6,7,8-Tetrahydro-5,5-dimethyl-8-oxo-2-naphthalenyl)amino]carbonyl]benzoic acid methyl ester). Reaction SMILES: [C:1]([O:12][CH3:13])(=[O:11])[C:2]1[CH:10]=[CH:9][C:5]([C:6]([O-:8])=O)=[CH:4][CH:3]=1.[CH3:14][C:15]1([CH3:27])[C:24]2[C:19](=[CH:20][C:21]([NH2:25])=[CH:22][CH:23]=2)[C:18](=[O:26])[CH2:17][CH2:16]1.Cl>S(Cl)(Cl)=O.CN(C)C=O>[CH3:13][O:12][C:1](=[O:11])[C:2]1[CH:3]=[CH:4][C:5]([C:6]([NH:25][C:21]2[CH:22]=[CH:23][C:24]3[C:15]([CH3:14])([CH3:27])[CH2:16][CH2:17][C:18](=[O:26])[C:19]=3[CH:20]=2)=[O:8])=[CH:9][CH:10]=1. Reported procedure: A solution of monomethyl terephthalate (VIIIa) (2.86 g, 15.89 mmoles) in thionylchloride (50 mL) with 2 drops of N,N-dimethylformamide was allowed to stir at room temperature. The mixture became homogeneous within 30 minutes and was then concentrated in vacuo. The residue was then taken up in 30 mL of anhydrous pyridine and treated with 4,4-dimethyl-7-amino-1-tetralone (3.00 g, 15.9 mmoles). After 16 hours at room temperature 1N HCl was added to the mixture. It was extracted with ethyl acetate, ... Reactants: [N+](=O)([O-])C1=NC=CC=C1OCC1=C(C=CC=C1)CN1C(C=2C(C1=O)=CC=CC2)=O (2-nitro-3-(2-phthalimidomethylbenzyloxy)pyridine), O.NN (hydrazine hydrate). Run in C(C)O (ethanol). Product: NCC1=C(COC=2C(=NC=CC2)[N+](=O)[O-])C=CC=C1 (3-(2-aminomethylbenzyloxy)-2-nitropyridine). Isolated yield 97.0%. Reaction SMILES: [N+:1]([C:4]1[C:9]([O:10][CH2:11][C:12]2[CH:17]=[CH:16][CH:15]=[CH:14][C:13]=2[CH2:18][N:19]2C(=O)C3=CC=CC=C3C2=O)=[CH:8][CH:7]=[CH:6][N:5]=1)([O-:3])=[O:2].O.NN>C(O)C>[NH2:19][CH2:18][C:13]1[CH:14]=[CH:15][CH:16]=[CH:17][C:12]=1[CH2:11][O:10][C:9]1[C:4]([N+:1]([O-:3])=[O:2])=[N:5][CH:6]=[CH:7][CH:8]=1 |f:1.2|. Procedure details: A solution of 2-nitro-3-(2-phthalimidomethylbenzyloxy)pyridine (2.71 g) and hydrazine hydrate (1.05 g) in ethanol (54 ml) was refluxed for 1.5 hours. After cooling, precipitates were filtered off, and the filtrate was evaporated under reduced pressure. The resultant residue was dissolved in diethyl ether and insoluble materials were filtered off. The solvent was evaporated under reduced pressure to give 3-(2-aminomethylbenzyloxy)-2-nitropyridine (1.75 g).